From a dataset of the Open Reaction Database (ORD), a public repository of structured organic reaction records. describe an organic reaction: reactants, conditions, products, and yield Reactants: CC1=CC=CC(=N1)C#CC(O)C1CCNCC1 (3-(6-Methyl-pyridin-2-yl)-1-piperidin-4-yl-prop-2-yn-1-ol), FC(C#CC1=NC(=CC=C1)C)C1CCNCC1 (2-(3-Fluoro-3-piperidin-4-yl-prop-1-ynyl)-6-methyl-pyridine), ClC1=NC(=CC=C1[N+](=O)[O-])C (2-chloro-3-nitro-6-picoline). The product is FC(C#CC1=NC(=CC=C1)C)C1CCN(CC1)C1=NC(=CC=C1[N+](=O)[O-])C (2-{4-[1-Fluoro-3-(6-methylpyridin-2-yl)prop-2-ynyl]piperidin-1-yl}-6-methyl-3-nitropyridine). Reaction SMILES: CC1N=C(C#CC(C2CCNCC2)O)C=CC=1.[F:18][CH:19]([CH:29]1[CH2:34][CH2:33][NH:32][CH2:31][CH2:30]1)[C:20]#[C:21][C:22]1[CH:27]=[CH:26][CH:25]=[C:24]([CH3:28])[N:23]=1.Cl[C:36]1[C:41]([N+:42]([O-:44])=[O:43])=[CH:40][CH:39]=[C:38]([CH3:45])[N:37]=1>>[F:18][CH:19]([CH:29]1[CH2:30][CH2:31][N:32]([C:36]2[C:41]([N+:42]([O-:44])=[O:43])=[CH:40][CH:39]=[C:38]([CH3:45])[N:37]=2)[CH2:33][CH2:34]1)[C:20]#[C:21][C:22]1[CH:27]=[CH:26][CH:25]=[C:24]([CH3:28])[N:23]=1. Procedure: The title compound was prepared following the procedure described for the compound of Example 237, using Compound 251a instead of Compound 237a and 2-chloro-3-nitro-6-picoline instead of 2-bromo-3-nitropyridine. The crude was purified by automated flash liquid chromatography (Horizon™-Biotage) eluting with Petroleum Ether-EtOAc 9:1, affording the title product as a yellow oil. Starting materials: O=C(c1ncc[nH]1)c1ncc[nH]1, C#CCN, ClCCl, NC1CCCC(=O)c2sccc21. Yields the product C#CCNC(=O)NC1CCCC(=O)c2sccc21. Reaction SMILES: [C:1](=[O:2])([c:3]1[nH:4][cH:5][cH:6][n:7]1)[c:8]1[nH:9][cH:10][cH:11][n:12]1.[CH2:25]([C:26]#[CH:27])[NH2:28].[CH2:29]([Cl:30])[Cl:31].[O:13]=[C:14]1[CH2:15][CH2:16][CH2:17][CH:18]([NH2:24])[c:19]2[c:20]1[s:21][cH:22][cH:23]2>>[C:1](=[O:2])([NH:24][CH:18]1[CH2:17][CH2:16][CH2:15][C:14](=[O:13])[c:20]2[c:19]1[cH:23][cH:22][s:21]2)[NH:28][CH2:25][C:26]#[CH:27]. As a reaction SMILES: [C:28](=[O:29])([O-:30])[O-:31].[CH3:38][C:39]#[N:40].[Cl:1][c:2]1[cH:3][n:4][c:5]2[cH:6][cH:7][c:8]([O:26][CH3:27])[cH:9][c:10]2[c:11]1[CH2:12][CH2:13][CH2:14][C:15]1([C:21](=[O:22])[O:23][CH2:24][CH3:25])[CH2:16][CH2:17][NH:18][CH2:19][CH2:20]1.[I:34][CH2:35][CH2:36][OH:37].[K+:32].[K+:33]>>[Cl:1][c:2]1[cH:3][n:4][c:5]2[cH:6][cH:7][c:8]([O:26][CH3:27])[cH:9][c:10]2[c:11]1[CH2:12][CH2:13][CH2:14][C:15]1([C:21](=[O:22])[O:23][CH2:24][CH3:25])[CH2:16][CH2:17][N:18]([CH2:35][CH2:36][OH:37])[CH2:19][CH2:20]1. Product: CCOC(=O)C1(CCCc2c(Cl)cnc3ccc(OC)cc23)CCN(CCO)CC1. Starting materials: O=C([O-])[O-], CC#N, CCOC(=O)C1(CCCc2c(Cl)cnc3ccc(OC)cc23)CCNCC1, OCCI, [K+], [K+]. Reactants: OC1=C(C(=C2C(C=C(OC2=C1)C1=CC(=C(C=C1)OC)OC)=O)OC)OC (7-hydroxy-3',4',5,6-tetramethoxy flavone), [Cl-].[Cl-].[Cl-].[Al+3] (aluminum trichloride). The solvent is C(C)#N (acetonitrile). The product is OC1=C2C(C=C(OC2=CC(=C1OC)O)C1=CC(=C(C=C1)OC)OC)=O (5,7-dihydroxy-3',4',6-trimethoxy flavone). The yield is 74.5%. As a reaction SMILES: [OH:1][C:2]1[CH:11]=[C:10]2[C:5]([C:6](=[O:22])[CH:7]=[C:8]([C:12]3[CH:17]=[CH:16][C:15]([O:18][CH3:19])=[C:14]([O:20][CH3:21])[CH:13]=3)[O:9]2)=[C:4]([O:23]C)[C:3]=1[O:25][CH3:26].[Cl-].[Cl-].[Cl-].[Al+3]>C(#N)C>[OH:23][C:4]1[C:3]([O:25][CH3:26])=[C:2]([OH:1])[CH:11]=[C:10]2[C:5]=1[C:6](=[O:22])[CH:7]=[C:8]([C:12]1[CH:17]=[CH:16][C:15]([O:18][CH3:19])=[C:14]([O:20][CH3:21])[CH:13]=1)[O:9]2 |f:1.2.3.4|. Procedure details: After 7-hydroxy-3',4',5,6-tetramethoxy flavone (4.44 g, 12.4 mmol) was suspended in 88 mL of acetonitrile and aluminum trichloride (8.27 g, 5 equivalents) was added hereto at room temperature, the reaction mixture was refluxed for 1.5 hour and the solvent was removed by evaporation under reduced pressure. To the residue was added 10% aqueous solution of hydrochloric acid and chloroform, then the solution was refluxed until it became clear. After the solution was cooled to room temperature, the o...